This data is from the Open Reaction Database (ORD), a public repository of structured organic reaction records. The task is: describe an organic reaction: reactants, conditions, products, and yield The reactants are ClC1=NC=CC(=N1)C1=CC=C(C(=O)O)C=C1 (4-[2-chloro-pyrimidin-4-yl]-benzoic acid), CS(=O)C (DMSO), N1(CCOCC1)CCN (2-(morpholin-4-yl)-ethyl amine), CN(C)C=O (DMF). Reaction conditions: temperature 80 celsius, time 4 hour. Product: N1(CCOCC1)N(C1=NC=CC(=N1)C1=CC=C(C(=O)O)C=C1)CC (4-[2-(morpholin-4yl-ethylamino)-pyrimidin-4-yl]-benzoic acid). Reaction SMILES: Cl[C:2]1[N:7]=[C:6]([C:8]2[CH:16]=[CH:15][C:11]([C:12]([OH:14])=[O:13])=[CH:10][CH:9]=2)[CH:5]=[CH:4][N:3]=1.[CH3:17]S(C)=O.[N:21]1(CCN)[CH2:26][CH2:25][O:24][CH2:23][CH2:22]1.C[N:31]([CH:33]=O)C>>[N:21]1([N:31]([CH2:33][CH3:17])[C:2]2[N:7]=[C:6]([C:8]3[CH:16]=[CH:15][C:11]([C:12]([OH:14])=[O:13])=[CH:10][CH:9]=3)[CH:5]=[CH:4][N:3]=2)[CH2:22][CH2:23][O:24][CH2:25][CH2:26]1. Reported procedure: To a solution of 4-[2-chloro-pyrimidin-4-yl]-benzoic acid (234 mg, 1 mmol, reference example 11g) in DMF (or DMSO) (3 mL) is added 2-(morpholin-4-yl)-ethyl amine (275 μL, 2.1 mmol). The resulting mixture was warmed to 80° C. and stirred for 4 h. The reaction mixture was then concentrated under a stream of nitrogen and the residue purified by reverse phase HPLC to give 166 mg of the title compound. 1H NMR (DMSO-d6) ? 3.18 (m, 2H), 3.40 (m, 2H), 3.50-3.80 (m, 6H), 3.97 (m, 2H) 7.33 (d, J=5 Hz, 1H)... Reactants: NCC=1C=C(C=NC1)C=1N(C2=CC(=CC=C2C1C#N)Cl)C (2-(5-Aminomethyl-pyridin-3-yl)-6-chloro-1-methyl-1H-indole-3-carbonitrile), FC(CS(=O)(=O)Cl)(F)F (2,2,2-trifluoro-ethanesulfonyl chloride). Product: ClC1=CC=C2C(=C(N(C2=C1)C)C=1C=C(C=NC1)CNS(=O)(=O)CC(F)(F)F)C#N (2,2,2-trifluoro-ethanesulfonic acid [5-(6-chloro-3-cyano-1-methyl-1H-indol-2-yl)-pyridin-3-ylmethyl]-amide). RXN SMILES: [NH2:1][CH2:2][C:3]1[CH:4]=[C:5]([C:9]2[N:10]([CH3:21])[C:11]3[C:16]([C:17]=2[C:18]#[N:19])=[CH:15][CH:14]=[C:13]([Cl:20])[CH:12]=3)[CH:6]=[N:7][CH:8]=1.[F:22][C:23]([F:30])([F:29])[CH2:24][S:25](Cl)(=[O:27])=[O:26]>>[Cl:20][C:13]1[CH:12]=[C:11]2[C:16]([C:17]([C:18]#[N:19])=[C:9]([C:5]3[CH:4]=[C:3]([CH2:2][NH:1][S:25]([CH2:24][C:23]([F:30])([F:29])[F:22])(=[O:27])=[O:26])[CH:8]=[N:7][CH:6]=3)[N:10]2[CH3:21])=[CH:15][CH:14]=1. Reported procedure: 2-(5-Aminomethyl-pyridin-3-yl)-6-chloro-1-methyl-1H-indole-3-carbonitrile (Example 186e) and 2,2,2-trifluoro-ethanesulfonyl chloride are processed according to the method described in Example 186f to give 2,2,2-trifluoro-ethanesulfonic acid [5-(6-chloro-3-cyano-1-methyl-1H-indol-2-yl)-pyridin-3-ylmethyl]-amide. 1H NMR (400 MHz, MeOD) δ ppm 3.84 (s, 3H), 4.29 (q, J=9.6 Hz, 2H), 4.54 (s, 2H), 7.39 (dd, J=8.6, 1.8 Hz, 1H), 7.73 (d, J=8.3 Hz, 1H), 7.78 (d, J=1.8 Hz, 1H), 8.18 (t, J=2.0 Hz, 1H), 8.81... Reactants: [Br-], CC(=O)NC1(CCc2ccc(-c3ccc(C=O)s3)cc2)COC(C)(C)OC1, [Cl-], [NH4+], C1CCOC1, Cc1ccc([Mg+])cc1. Yields the product CC(=O)NC1(CCc2ccc(-c3ccc(C(O)c4ccc(C)cc4)s3)cc2)COC(C)(C)OC1. RXN SMILES: [Br-:28].[CH:1](=[O:2])[c:3]1[cH:4][cH:5][c:6](-[c:8]2[cH:9][cH:10][c:11]([CH2:14][CH2:15][C:16]3([NH:24][C:25]([CH3:26])=[O:27])[CH2:17][O:18][C:19]([CH3:22])([CH3:23])[O:20][CH2:21]3)[cH:12][cH:13]2)[s:7]1.[Cl-:37].[NH4+:38].[O:39]1[CH2:40][CH2:41][CH2:42][CH2:43]1.[c:29]1([CH3:36])[cH:30][cH:31][c:32]([Mg+:35])[cH:33][cH:34]1>>[CH:1]([OH:2])([c:3]1[cH:4][cH:5][c:6](-[c:8]2[cH:9][cH:10][c:11]([CH2:14][CH2:15][C:16]3([NH:24][C:25]([CH3:26])=[O:27])[CH2:17][O:18][C:19]([CH3:22])([CH3:23])[O:20][CH2:21]3)[cH:12][cH:13]2)[s:7]1)[c:32]1[cH:31][cH:30][c:29]([CH3:36])[cH:34][cH:33]1. Starting materials: C(C)(C)(C)OC(=O)N1[C@H](C=O)CCC1 (tert-Butoxycarbonyl-L-prolinal), [Cl-].[Ce+3].[Cl-].[Cl-] (cerium chloride), C(C)O (ethanol), C(OC)([O-])[O-] (methyl orthoformate), solution. Product: COC([C@H]1N(CCC1)C(=O)OC(C)(C)C)OC (tert-butoxycarbonyl-L-prolinal dimethyl acetal). Reaction SMILES: [C:1]([O:5][C:6]([N:8]1[CH2:14][CH2:13][CH2:12][C@H:9]1[CH:10]=[O:11])=[O:7])([CH3:4])([CH3:3])[CH3:2].[CH:15]([O-])([O-])[O:16]C.[Cl-].[Ce+3].[Cl-].[Cl-].[CH2:24](O)C>>[CH3:24][O:11][CH:10]([O:16][CH3:15])[C@@H:9]1[CH2:12][CH2:13][CH2:14][N:8]1[C:6]([O:5][C:1]([CH3:4])([CH3:2])[CH3:3])=[O:7] |f:2.3.4.5|. Procedure details: tert-Butoxycarbonyl-L-prolinal is acetalized with methyl orthoformate in a 0.4 M solution of cerium chloride in ethanol to give tert-butoxycarbonyl-L-prolinal dimethyl acetal as a colorless syrup. Procedure: To a stirred solution of methyl 2-(2,2,2-trifluoroethoxyphenylacetate (2 g, 8 mmol) from Step 1 above in DME (20 mL) was added aqueous LiOH (20 mL of a 1.0 M solution, 20 mmol). The solution was stirred at ambient temperature for 1 h. The solution was concentrated under reduced pressure to ~10 mL and 0.25 M aqueous citric acid (20 mL) was added. The precipitate was removed by filtration and dried under reduced pressure to give 2-(2,2,2-trifluoroethoxyphenylacetic acid as a crystalline solid (HPL... Run in COCCOC (DME). Product: FC(COC(C(=O)O)C1=CC=CC=C1)(F)F (2,2,2-trifluoroethoxyphenylacetic acid). Reactants: FC(COC(C(=O)[O-])C1=CC=CC=C1)(F)F (2,2,2-trifluoroethoxyphenylacetate), [Li+].[OH-] (LiOH), solution. Conditions: time 1 hour. RXN SMILES: [F:1][C:2]([F:16])([F:15])[CH2:3][O:4][CH:5]([C:9]1[CH:14]=[CH:13][CH:12]=[CH:11][CH:10]=1)[C:6]([O-:8])=[O:7].[Li+].[OH-]>COCCOC>[F:1][C:2]([F:15])([F:16])[CH2:3][O:4][CH:5]([C:9]1[CH:14]=[CH:13][CH:12]=[CH:11][CH:10]=1)[C:6]([OH:8])=[O:7] |f:1.2|. The reactants are O (water), C(C1=CC=CC=C1)C1CN(C(O1)=O)CCC(C1=CC=CC=C1)O (5-Benzyl-3-(3-hydroxy-3-phenylpropyl)-1,3-oxazolidine-2-one), C(C1=CC=CC=C1)C1CN(C(O1)=O)CCC(C1=CC=CC=C1)O (5-Benzyl-3-(3-hydroxy-3-phenylpropyl)-1,3-oxazolidin-2-one), S(=O)(Cl)Cl (thionyl chloride). The solvent is ClCCl (dichloromethane). Run at time 30 minute. Product: C(C1=CC=CC=C1)C1CN(C(O1)=O)CCC(C1=CC=CC=C1)Cl (5-Benzyl-3-(3-chloro-3-phenylpropyl)-1,3-oxazolidin-2-one). Isolated yield 103.1%. RXN SMILES: [CH2:1]([CH:8]1[O:12][C:11](=[O:13])[N:10]([CH2:14][CH2:15][CH:16](O)[C:17]2[CH:22]=[CH:21][CH:20]=[CH:19][CH:18]=2)[CH2:9]1)[C:2]1[CH:7]=[CH:6][CH:5]=[CH:4][CH:3]=1.S(Cl)([Cl:26])=O.O>ClCCl>[CH2:1]([CH:8]1[O:12][C:11](=[O:13])[N:10]([CH2:14][CH2:15][CH:16]([Cl:26])[C:17]2[CH:22]=[CH:21][CH:20]=[CH:19][CH:18]=2)[CH2:9]1)[C:2]1[CH:7]=[CH:6][CH:5]=[CH:4][CH:3]=1. Procedure details: 5-Benzyl-3-(3-hydroxy-3-phenylpropyl)-1,3-oxazolidine-2-one (0.31 g, 1 mmol) prepared in the above (2) was dissolved in dichloromethane (3 ml). To the solution, thionyl chloride (0.08 ml, 1.1 mmol) was added and stirred at room temperature for 30 minutes. After water was added, the obtained solution was extracted with ethyl acetate. The organic portion was sequentially washed with saturated aqueous sodium bicarbonate and saturated aqueous sodium chloride, and then dried over sodium sulfate. The ... Reactants: CN1CC[C@]23C4=C5C=CC(=C4O[C@H]2C(=O)CC[C@]3([C@H]1C5)O)OC (oxycodone), C(C)(=O)OC(C)=O (acetic anhydride). The product is CC(=O)O[C@]12CCC(=O)[C@H]3[C@@]14CCN([C@@H]2CC5=C4C(=C(C=C5)OC)O3)C (14-acetyloxycodone). As a reaction SMILES: [CH3:1][N:2]1[C@@H:19]2[CH2:20][C:7]3[CH:8]=[CH:9][C:10]([O:22][CH3:23])=[C:11]4[O:12][C@H:13]5[C:14]([CH2:16][CH2:17][C@:18]2([OH:21])[C@:5]5([C:6]=34)[CH2:4][CH2:3]1)=[O:15].[C:24](OC(=O)C)(=[O:26])[CH3:25]>>[CH3:25][C:24]([O:21][C@@:18]12[C@H:19]3[CH2:20][C:7]4[CH:8]=[CH:9][C:10]([O:22][CH3:23])=[C:11]5[O:12][C@H:13]([C@@:5]1([C:6]=45)[CH2:4][CH2:3][N:2]3[CH3:1])[C:14](=[O:15])[CH2:16][CH2:17]2)=[O:26]. Reported procedure: 315 g of oxycodone was refluxed with 1600 ml of acetic anhydride for one hour. After cooling the mixture to 50°, acetic anhydride and acetic acid were removed with the rotary evaporator. The solid remaining was dissolved in water and the solution was basified to pH9 with ammonia. The precipitated product was filtered off, washed with water and vacuum dried to yield 357 g of 14-acetyloxycodone (m.p. 215°-216°).